Dataset: the Open Reaction Database (ORD), a public repository of structured organic reaction records. Task: describe an organic reaction: reactants, conditions, products, and yield Reactants: CNC, COc1cc(OS(=O)(=O)C(F)(F)F)c([N+](=O)[O-])cc1Cl, C1CCOC1. The product is COc1cc(N(C)C)c([N+](=O)[O-])cc1Cl. RXN SMILES: [CH3:21][NH:22][CH3:23].[Cl:1][c:2]1[cH:3][c:4]([N+:18](=[O:19])[O-:20])[c:5]([O:10][S:11]([C:12]([F:13])([F:14])[F:15])(=[O:16])=[O:17])[cH:6][c:7]1[O:8][CH3:9].[O:24]1[CH2:25][CH2:26][CH2:27][CH2:28]1>>[Cl:1][c:2]1[cH:3][c:4]([N+:18](=[O:19])[O-:20])[c:5]([N:22]([CH3:21])[CH3:23])[cH:6][c:7]1[O:8][CH3:9]. Starting materials: C(Cl)Cl (Methylene chloride), CC[C@@H]1[C@@]([C@@H]([C@H](C(=O)[C@@H](C[C@@]([C@@H]([C@H]([C@@H]([C@H](C(=O)O1)C)O[C@H]2C[C@@]([C@H]([C@@H](O2)C)O)(C)OC)C)O[C@H]3[C@@H]([C@H](C[C@H](O3)C)N(C)C)O)(C)O)C)C)O)(C)O (Erythromycin A), [OH-].[Na+] (sodium hydroxide), C1=CC=C(C=C1)S(=O)(=O)N(F)S(=O)(=O)C2=CC=CC=C2 (N-fluorobenzenesulfonimide), [OH-].[Na+] (sodium hydroxide). Run at time 2 hour. The solvent is O (water), C(C)(=O)O (acetic acid). Reaction SMILES: [CH3:1][CH2:2][C@H:3]1[O:18][C:16](=[O:17])[C@H:15]([CH3:19])[C@@H:14]([O:20][C@@H:21]2[O:26][C@@H:25]([CH3:27])[C@H:24]([OH:28])[C@@:23]([O:30][CH3:31])([CH3:29])[CH2:22]2)[C@H:13]([CH3:32])[C@@H:12]([O:33][C@@H:34]2[O:39][C@H:38]([CH3:40])[CH2:37][C@H:36]([N:41]([CH3:43])[CH3:42])[C@H:35]2[OH:44])[C@@:11]([OH:46])([CH3:45])[CH2:10][C@@H:9]([CH3:47])[C:7](=[O:8])[C@H:6]([CH3:48])[C@@H:5]([OH:49])[C@@:4]1([OH:51])[CH3:50].[OH-].[Na+].C1C=CC(S(N(S(C2C=CC=CC=2)(=O)=O)[F:64])(=O)=O)=CC=1.C(Cl)Cl>C(O)(=O)C.O>[CH3:1][CH2:2][C@H:3]1[O:18][C:16](=[O:17])[C@H:15]([CH3:19])[C@@H:14]([O:20][C@@H:21]2[O:26][C@@H:25]([CH3:27])[C@H:24]([OH:28])[C@@:23]([O:30][CH3:31])([CH3:29])[CH2:22]2)[C@H:13]([CH3:32])[C@@H:12]([O:33][C@@H:34]2[O:39][C@H:38]([CH3:40])[CH2:37][C@H:36]([N:41]([CH3:42])[CH3:43])[C@H:35]2[OH:44])[C@@:11]([OH:46])([CH3:45])[CH2:10][C@@:9]([F:64])([CH3:47])[C:7](=[O:8])[C@H:6]([CH3:48])[C@@H:5]([OH:49])[C@@:4]1([OH:51])[CH3:50] |f:1.2|. Reported procedure: Erythromycin A (5 g, 6.813 mmole) was dissolved in glacial acetic acid (20 mL) at room temperature and stirred for 2 hours. The pH of the mixture was adjusted to 4.3 with 6N sodium hydroxide (approx. 12.5 mL) while the temperature was maintained below 20° C. N-fluorobenzenesulfonimide (2.2 g, 6.813 mmole) was added and stirring continued for an additional 18 hours at 22° C. Methylene chloride (100 mL) was added, the solution was placed in an ice bath while the pH of the mixture was adjusted to 9... Isolated yield 95.8%. Yields the product CC[C@@H]1[C@@]([C@@H]([C@H](C(=O)[C@@](C[C@@]([C@@H]([C@H]([C@@H]([C@H](C(=O)O1)C)O[C@H]2C[C@@]([C@H]([C@@H](O2)C)O)(C)OC)C)O[C@H]3[C@@H]([C@H](C[C@H](O3)C)N(C)C)O)(C)O)(C)F)C)O)(C)O (flurithromycin).